This data is from the Open Reaction Database (ORD), a public repository of structured organic reaction records. The task is: describe an organic reaction: reactants, conditions, products, and yield Starting materials: C(C)(=O)O (acetic acid), ClCCl (dichloromethane), 16a, N[C@@H](CCNCCC(C)C)C ([(3R)-3-aminobutyl](3-methylbutyl)amine), FC1=C(C=CC(=C1)F)CNC(=O)C=1C(C(=C2N(C[C@H]3N([C@@H](CCN3CCC(C)C)C)C2=O)C1)O)=O ((4R,12aR)—N-[(2,4-Difluorophenyl)methyl]-7-hydroxy-4-methyl-1-(3-methylbutyl)-6,8-dioxo-1,2,3,4,6,8,12,12a-octahydropyrido[1′,2′:4,5]pyrazino[1,2-a]pyrimidine-9-carboxamide). Product: Cl.Cl.N[C@@H](CCNCCC(C)C)C ([(3R)-3-Aminobutyl](3-methylbutyl)amine dihydrochloride), FC1=C(C=CC(=C1)F)CNC(=O)C=1C(C(=C2N(C[C@H]3N([C@@H](CCN3CCC(C)C)C)C2=O)C1)O)=O ((4R,12aR)—N-[(2,4-Difluorophenyl)methyl]-7-hydroxy-4-methyl-1-(3-methylbutyl)-6,8-dioxo-1,2,3,4,6,8,12,12a-octahydropyrido[1′,2′:4,5]pyrazino[1,2-a]pyrimidine-9-carboxamide), FC1=C(C=CC(=C1)F)CNC(=O)C=1C(C(=C2N(C[C@H]3N([C@@H](CCN3CCC(C)C)C)C2=O)C1)OCC1=CC=CC=C1)=O ((4R,12aR)—N-[(2,4-difluorophenyl)methyl]-4-methyl-1-(3-methylbutyl)-6,8-dioxo-7-[(phenylmethyl)oxy]-1,2,3,4,6,8,12,12a-octahydropyrido[1′,2′:4,5]pyrazino[1,2-a]pyrimidine-9-carboxamide). The yield is 90.0%. As a reaction SMILES: [F:1][C:2]1[CH:7]=[C:6]([F:8])[CH:5]=[CH:4][C:3]=1[CH2:9][NH:10][C:11]([C:13]1[C:14](=[O:35])[C:15]([OH:34])=[C:16]2[C:31](=[O:32])[N:20]3[C@H:21]([CH3:30])[CH2:22][CH2:23][N:24]([CH2:25][CH2:26][CH:27]([CH3:29])[CH3:28])[C@H:19]3[CH2:18][N:17]2[CH:33]=1)=[O:12].N[C@H](C)CCN[CH2:41][CH2:42][CH:43]([CH3:45])[CH3:44].[C:47](O)(=O)[CH3:48].[Cl:51]CCl>>[ClH:51].[ClH:51].[NH2:20][C@H:21]([CH3:30])[CH2:22][CH2:23][NH:24][CH2:25][CH2:26][CH:27]([CH3:29])[CH3:28].[F:1][C:2]1[CH:7]=[C:6]([F:8])[CH:5]=[CH:4][C:3]=1[CH2:9][NH:10][C:11]([C:13]1[C:14](=[O:35])[C:15]([OH:34])=[C:16]2[C:31](=[O:32])[N:20]3[C@H:21]([CH3:30])[CH2:22][CH2:23][N:24]([CH2:25][CH2:26][CH:27]([CH3:28])[CH3:29])[C@H:19]3[CH2:18][N:17]2[CH:33]=1)=[O:12].[F:1][C:2]1[CH:7]=[C:6]([F:8])[CH:5]=[CH:4][C:3]=1[CH2:9][NH:10][C:11]([C:13]1[C:14](=[O:35])[C:15]([O:34][CH2:45][C:43]2[CH:42]=[CH:41][CH:48]=[CH:47][CH:44]=2)=[C:16]2[C:31](=[O:32])[N:20]3[C@H:21]([CH3:30])[CH2:22][CH2:23][N:24]([CH2:25][CH2:26][CH:27]([CH3:28])[CH3:29])[C@H:19]3[CH2:18][N:17]2[CH:33]=1)=[O:12] |f:4.5.6|. Procedure details: [(3R)-3-Aminobutyl](3-methylbutyl)amine dihydrochloride was prepared in a similar manner as described in example Z-32. 1H NMR (400 MHz, CDCl3/CD3OD) δ 0.87 (d, J=5.2 Hz, 6H), 1.32 (m, 3H), 1.61 (m, 3H), 2.10-2.20 (m, 2H), 2.90-3.04 (m, 4H), 3.45 (m, 1H), 8.23 (br, <1H), 8.96 (br, <1H). b) (4R,12aR)—N-[(2,4-Difluorophenyl)methyl]-7-hydroxy-4-methyl-1-(3-methylbutyl)-6,8-dioxo-1,2,3,4,6,8,12,12a-octahydropyrido[1′,2′:4,5]pyrazino[1,2-a]pyrimidine-9-carboxamide. The title compound was made in two s... The reactants are O1CCC2=C1C=CC(=C2)/C=C/C(=O)OCC (ethyl (E)-3-(2.3-dihydrobenzofuran-5-yl)-2-propenoate), [H][H] (hydrogen). The reagents and catalysts are [C].[Pd] (Palladium-carbon). Run in C(C)O (ethanol). Yields the product O1CCC2=C1C=CC(=C2)CCC(=O)OCC (Ethyl 3-(2,3-Dihydrobenzofuran-5-yl)propionate). Isolated yield 99.4%. Reaction SMILES: [O:1]1[C:5]2[CH:6]=[CH:7][C:8](/[CH:10]=[CH:11]/[C:12]([O:14][CH2:15][CH3:16])=[O:13])=[CH:9][C:4]=2[CH2:3][CH2:2]1.[H][H]>[C].[Pd].C(O)C>[O:1]1[C:5]2[CH:6]=[CH:7][C:8]([CH2:10][CH2:11][C:12]([O:14][CH2:15][CH3:16])=[O:13])=[CH:9][C:4]=2[CH2:3][CH2:2]1 |f:2.3|. Reported procedure: 5% Palladium-carbon (1 g, containing 50% water) was added to an ethanol (150 ml) solution of ethyl (E)-3-(2.3-dihydrobenzofuran-5-yl)-2-propenoate (14.7 g, 66.7 mmols), and the mixture was stirred in a hydrogen atmosphere at room temperature for 2 hours. The reaction mixture was filtered, and the filtrate was concentrated under reduced pressure to obtain 14.6 g (yield: 99%) of the target compound. This was oily. Reaction SMILES: [C:1]([CH3:2])([CH3:3])([CH3:4])[O:5][C:6](=[O:7])[N:8]1[CH2:9][CH:10]([n:12]2[c:13](-[c:17]3[s:18][c:19]4[c:25]([n:26]3)-[c:24]3[c:23]([cH:30][c:29](-[c:31]5[cH:32][n:33][n:34]([CH2:36][C:37]([CH3:38])([CH3:39])[OH:40])[cH:35]5)[cH:28][cH:27]3)[O:22][CH2:21][CH2:20]4)[n:14][cH:15][cH:16]2)[CH2:11]1.[CH3:41][N:42]([CH3:43])[CH:44]=[O:45].[Cl:46][N:47]1[C:48](=[O:49])[CH2:50][CH2:51][C:52]1=[O:53].[ClH:54].[OH2:55]>>[C:1]([CH3:2])([CH3:3])([CH3:4])[O:5][C:6](=[O:7])[N:8]1[CH2:9][CH:10]([n:12]2[c:13](-[c:17]3[s:18][c:19]4[c:25]([n:26]3)-[c:24]3[c:23]([cH:30][c:29](-[c:31]5[cH:32][n:33][n:34]([CH2:36][C:37]([CH3:38])([CH3:39])[OH:40])[cH:35]5)[cH:28][cH:27]3)[O:22][CH2:21][CH2:20]4)[n:14][cH:15][c:16]2[Cl:46])[CH2:11]1. Yields the product CC(C)(O)Cn1cc(-c2ccc3c(c2)OCCc2sc(-c4ncc(Cl)n4C4CN(C(=O)OC(C)(C)C)C4)nc2-3)cn1. Reactants: CC(C)(O)Cn1cc(-c2ccc3c(c2)OCCc2sc(-c4nccn4C4CN(C(=O)OC(C)(C)C)C4)nc2-3)cn1, CN(C)C=O, O=C1CCC(=O)N1Cl, Cl, O. Reactants: CCBr, [K+], [K+], O=C([O-])[O-], CN(C)C=O, O=S(=O)(NC1CCC(O)CC1)c1ccc(C(F)(F)F)cc1. Product: CCN(C1CCC(O)CC1)S(=O)(=O)c1ccc(C(F)(F)F)cc1. Reaction SMILES: [CH2:28]([CH3:29])[Br:30].[K+:22].[K+:23].[O-:24][C:25]([O-:26])=[O:27].[O:31]=[CH:32][N:33]([CH3:34])[CH3:35].[OH:1][CH:2]1[CH2:3][CH2:4][CH:5]([NH:8][S:9](=[O:10])(=[O:11])[c:12]2[cH:13][cH:14][c:15]([C:18]([F:19])([F:20])[F:21])[cH:16][cH:17]2)[CH2:6][CH2:7]1>>[OH:1][CH:2]1[CH2:3][CH2:4][CH:5]([N:8]([S:9](=[O:10])(=[O:11])[c:12]2[cH:13][cH:14][c:15]([C:18]([F:19])([F:20])[F:21])[cH:16][cH:17]2)[CH2:28][CH3:29])[CH2:6][CH2:7]1. The solvent is C(C)(=O)OCC (ethyl acetate), CO (methanol), C(C)(=O)OCC (ethyl acetate). Procedure details: 7-Chloro-2,4-dioxo-1,2,3,4-tetrahydroquinazoline (10 g) was treated as in Example 1 to give a concentrate containing 7-chloro-2,4-bis(trimethylsilyloxy)quinazoline. To this concentrate was added ethyl chloroacetate (20 ml), and the reaction was carried out at an internal temperature of 140˜150° C. for 29 hours. This reaction mixture was cooled to ≦70° C., and after addition of ethyl acetate (20 ml) , a solvent mixture of methanol (30 ml) and ethyl acetate (20 ml) was added dropwise over about 30... Reactants: ClC1=CC=C2C(NC(NC2=C1)=O)=O (7-Chloro-2,4-dioxo-1,2,3,4-tetrahydroquinazoline), ClC1=CC=C2C(=NC(=NC2=C1)O[Si](C)(C)C)O[Si](C)(C)C (7-chloro-2,4-bis(trimethylsilyloxy)quinazoline), ClCC(=O)OCC (ethyl chloroacetate). Conditions: time 29 hour. RXN SMILES: [Cl:1][C:2]1[CH:11]=[C:10]2[C:5]([C:6](=[O:13])[NH:7][C:8](=[O:12])[NH:9]2)=[CH:4][CH:3]=1.ClC1C=C2C(C(O[Si](C)(C)C)=NC(O[Si](C)(C)C)=N2)=CC=1.Cl[CH2:36][C:37]([O:39][CH2:40][CH3:41])=[O:38]>C(OCC)(=O)C.CO>[Cl:1][C:2]1[CH:11]=[C:10]2[C:5]([C:6](=[O:13])[NH:7][C:8](=[O:12])[N:9]2[CH2:36][C:37]([O:39][CH2:40][CH3:41])=[O:38])=[CH:4][CH:3]=1. Yields the product ClC1=CC=C2C(NC(N(C2=C1)CC(=O)OCC)=O)=O (ethyl 2-(7-chloro-2,4-dioxo-1,2,3,4-tetrahydroquinazolin-1-yl)acetate). Reactants: CN[C@@H]1C[C@H]2O[C@@](C)([C@@H]1OC)n1c3ccccc3c3c4c(c5c6ccccc6n2c5c31)C(=O)NC4 (staurosporine), CC(CCC=C(C)C)CC=O. The reagents and catalysts are CC(C)[O-].CC(C)[O-].CC(C)[O-].CC(C)[O-].[Ti+4] (Ti(OiPr)4), CC(=O)O (acetic acid), CC(=O)O[BH-](OC(C)=O)OC(C)=O.[Na+] (Sodium triacetoxyborohydride). Run in CN1CCCC1=O (NMP), CN1CCCC1=O (NMP), CN1CCCC1=O (NMP), CN1CCCC1=O (NMP), CN1CCCC1=O (NMP), CN1CCCC1=O (NMP), CN1CCCC1=O (NMP). Reaction conditions: temperature 22 celsius, time 18 hour. Product: CO[C@@H]1[C@@H](C[C@H]2O[C@]1(C)n3c4ccccc4c5c6CNC(=O)c6c7c8ccccc8n2c7c35)N(C)CCC(C)CCC=C(C)C, CN[C@@H]1C[C@H]2O[C@@](C)([C@@H]1OC)n1c3ccccc3c3c4c(c5c6ccccc6n2c5c31)C(=O)NC4 (Staurosporine), CC(CCC=C(C)C)CC=O. The reactants are O (water), NCCCN1CCN(CC1)CCCN (1,4-bis(3-aminopropyl)piperazine), C1=C(C=CC2=CC=CC=C12)C=O (2-naphtaldehyde), [BH4-].[Na+] (sodium borohydride). Solvent: C(C)O (ethanol), C(C)O (ethanol). Run at time 12 hour. Product: C1=C(C=CC2=CC=CC=C12)CNCCCN1CCN(CC1)CCCNCC1=CC2=CC=CC=C2C=C1 (1,4-bis{3-[N-(napht-2-ylmethyl)amino]propyl}piperazine). RXN SMILES: [NH2:1][CH2:2][CH2:3][CH2:4][N:5]1[CH2:10][CH2:9][N:8]([CH2:11][CH2:12][CH2:13][NH2:14])[CH2:7][CH2:6]1.[CH:15]1[C:24]2[C:19](=[CH:20][CH:21]=[CH:22][CH:23]=2)[CH:18]=[CH:17][C:16]=1[CH:25]=O.[BH4-].[Na+].O>C(O)C>[CH:15]1[C:24]2[C:19](=[CH:20][CH:21]=[CH:22][CH:23]=2)[CH:18]=[CH:17][C:16]=1[CH2:25][NH:14][CH2:13][CH2:12][CH2:11][N:8]1[CH2:7][CH2:6][N:5]([CH2:4][CH2:3][CH2:2][NH:1][CH2:25][C:16]2[CH:17]=[CH:18][C:19]3[C:24](=[CH:23][CH:22]=[CH:21][CH:20]=3)[CH:15]=2)[CH2:10][CH2:9]1 |f:2.3|. Procedure: To a solution of 1,4-bis(3-aminopropyl)piperazine (0.513 mL, 2.49 mmol) and 2-naphtaldehyde (818 mg, 5.24 mmol) in absolute ethanol (20 mL) was added 3 Å molecular sieves (5 g). After stirring the mixture for 12 h at room temperature, sodium borohydride (1.9 g, 49.9 mmol) was added and the mixture was stirred for 12 h at room temperature. Then the reaction mixture was quentched by dropwise addition of water (20 mL) and ethanol was removed under reduced pressure. The aqueous residue was extracted... The reactants are C[Si](C)(C)Cl, CO, COc1ccccc1CC(=O)Nc1cc(-c2ccncc2)cc2nc(-c3ccccc3)nn12, C1CCOC1. Product: COc1ccccc1CCNc1cc(-c2ccncc2)cc2nc(-c3ccccc3)nn12. As a reaction SMILES: [CH3:1][Si:2]([CH3:3])([CH3:4])[Cl:5].[CH3:39][OH:40].[CH3:6][O:7][c:8]1[c:9]([CH2:14][C:15](=[O:16])[NH:17][c:18]2[cH:19][c:20](-[c:33]3[cH:34][cH:35][n:36][cH:37][cH:38]3)[cH:21][c:22]3[n:23]2[n:24][c:25](-[c:27]2[cH:28][cH:29][cH:30][cH:31][cH:32]2)[n:26]3)[cH:10][cH:11][cH:12][cH:13]1.[O:41]1[CH2:42][CH2:43][CH2:44][CH2:45]1>>[CH3:6][O:7][c:8]1[c:9]([CH2:14][CH2:15][NH:17][c:18]2[cH:19][c:20](-[c:33]3[cH:34][cH:35][n:36][cH:37][cH:38]3)[cH:21][c:22]3[n:23]2[n:24][c:25](-[c:27]2[cH:28][cH:29][cH:30][cH:31][cH:32]2)[n:26]3)[cH:10][cH:11][cH:12][cH:13]1.